From a dataset of the Open Reaction Database (ORD), a public repository of structured organic reaction records. describe an organic reaction: reactants, conditions, products, and yield Reactants: [N+](=O)([O-])C=1C=CC(=NC1)OC=1C=C2CCC(OC2=CC1)C1=CC=CC=C1 (5-nitro-2-(2-phenylchroman-6-yloxy)pyridine), [N+](=O)([O-])C=1C=C(C=CC1)C1OC2=CC=C(C=C2CC1)O (2-(3-nitrophenyl)chroman-6-ol). The product is [N+](=O)([O-])C=1C=CC(=NC1)OC=1C=C2CCC(OC2=CC1)C1=CC(=CC=C1)[N+](=O)[O-] (5-Nitro-2-[2-(3-nitrophenyl)chroman-6-yloxy]pyridine). Reaction SMILES: [N+:1]([C:4]1[CH:5]=[CH:6][C:7]([O:10][C:11]2[CH:12]=[C:13]3[C:18](=[CH:19][CH:20]=2)[O:17][CH:16]([C:21]2[CH:26]=[CH:25][CH:24]=[CH:23][CH:22]=2)[CH2:15][CH2:14]3)=[N:8][CH:9]=1)([O-:3])=[O:2].[N+:27](C1C=C(C2CCC3C(=CC=C(O)C=3)O2)C=CC=1)([O-:29])=[O:28]>>[N+:1]([C:4]1[CH:5]=[CH:6][C:7]([O:10][C:11]2[CH:12]=[C:13]3[C:18](=[CH:19][CH:20]=2)[O:17][CH:16]([C:21]2[CH:22]=[CH:23][CH:24]=[C:25]([N+:27]([O-:29])=[O:28])[CH:26]=2)[CH2:15][CH2:14]3)=[N:8][CH:9]=1)([O-:3])=[O:2]. Reported procedure: 5-Nitro-2-[2-(3-nitrophenyl)chroman-6-yloxy]pyridine was prepared as described for 5-nitro-2-(2-phenylchroman-6-yloxy)pyridine in Example 1(b) starting from 2-(3-nitrophenyl)chroman-6-ol. 1H NMR (400 MHz, d6-DMSO) δ: 9.04 (d, 1H, J 2.9 Hz), 8.60 (dd, 1H, J 9.0, 2.9 Hz), 8.32 (s, 1H), 8.23 (d, 1H, J 8.3 Hz), 7.95 (d, 1H, J 7.9 Hz), 7.74 (t, 1H, J 15.8, 7.9 Hz), 7.21 (d, 1H, J 9.0 Hz), 6.96-7.03 (m, 3H), 5.35 (d, 1H, J 8.7 Hz), 2.98-3.06 (m, 1H), 2.72-2.79 (m, 1H), 2.26-2.33 (m, 1H), 1.99-2.06 (m,... Starting materials: S(O)(O)(=O)=O (sulfuric acid), ClCCCO (3-chloropropanol), [N+](=O)([O-])C1=C(C(=O)O)C=CC(=C1)[N+](=O)[O-] (2,4-dinitrobenzoic acid). The solvent is C1(=CC=CC=C1)C (toluene). The product is ClCCCOC(C1=C(C=C(C=C1)[N+](=O)[O-])[N+](=O)[O-])=O ((3-chloropropyl)-2,4-dinitrobenzoate). The yield is 101.2%. As a reaction SMILES: [N+:1]([C:4]1[CH:12]=[C:11]([N+:13]([O-:15])=[O:14])[CH:10]=[CH:9][C:5]=1[C:6]([OH:8])=[O:7])([O-:3])=[O:2].S(=O)(=O)(O)O.[Cl:21][CH2:22][CH2:23][CH2:24]O>C1(C)C=CC=CC=1>[Cl:21][CH2:22][CH2:23][CH2:24][O:7][C:6](=[O:8])[C:5]1[CH:9]=[CH:10][C:11]([N+:13]([O-:15])=[O:14])=[CH:12][C:4]=1[N+:1]([O-:3])=[O:2]. Procedure details: To a mixture of 106.0 g of 2,4-dinitrobenzoic acid in 200 ml of toluene were added 10.0 g of concentrated sulfuric acid and 95.0 g of 3-chloropropanol. The mixture was refluxed for 4 hrs and the resulting water removed by azeotropic distillation. After this period the mixture was cooled to room temperature and washed with 250 ml of an aqueous 5% NaHCO3 solution followed by two 200 ml water washings. The toluene was removed at reduced pressure to yield 146 g of (3-chloropropyl)-2,4-dinitrobenzoat... The reactants are C1(=CC=CC=C1)C1=NNC(C1)=O (3-Phenyl-4,5-dihydro-1H-pyrazol-5-one), [H-].[Na+] (sodium hydride), ClC1=NC=NC2=CC(=CC=C12)OCCOC (4-chloro-7-(2-methoxyethoxy)quinazoline). Run in [Cl-].[NH4+] (ammonium chloride), CN(C)C=O (DMF). Reaction conditions: temperature 60 celsius. The product is Cl.COCCOC1=CC=C2C(=NC=NC2=C1)OC1=NNC(=C1)C1=CC=CC=C1 (7-(2-methoxyethoxy)-4-(5-phenylpyrazol-3-yloxy)quinazoline hydrochloride). Isolated yield 44.9%. Reaction SMILES: [C:1]1([C:7]2[CH2:11][C:10](=[O:12])[NH:9][N:8]=2)[CH:6]=[CH:5][CH:4]=[CH:3][CH:2]=1.[H-].[Na+].[Cl:15][C:16]1[C:25]2[C:20](=[CH:21][C:22]([O:26][CH2:27][CH2:28][O:29][CH3:30])=[CH:23][CH:24]=2)[N:19]=[CH:18][N:17]=1>CN(C=O)C.[Cl-].[NH4+]>[ClH:15].[CH3:30][O:29][CH2:28][CH2:27][O:26][C:22]1[CH:21]=[C:20]2[C:25]([C:16]([O:12][C:10]3[CH:11]=[C:7]([C:1]4[CH:2]=[CH:3][CH:4]=[CH:5][CH:6]=4)[NH:8][N:9]=3)=[N:17][CH:18]=[N:19]2)=[CH:24][CH:23]=1 |f:1.2,5.6,7.8|. Procedure details: 3-Phenyl-4,5-dihydro-1H-pyrazol-5-one (270 mg, 1.68 mmol), (J. Org. Chem., 1967, 32, 3321-3324), was added in portions over 10 minutes to a suspension of sodium hydride (70 mg, 1.68 mmol, prewashed with pentane) in DMF (3 ml) under nitrogen. After stirring for 1 hour at ambient temperature 4-chloro-7-(2-methoxyethoxy)quinazoline (160 mg, 0.67 mmol) was added and the mixture was heated for 1 hour at 60° C. After cooling, the mixture was diluted with saturated aqueous ammonium chloride solution an... Reactants: CN=C=O (methyl isocyanate), C(CC)N(C1CC2=C(C=CC=C2CC1)CCN)CCC (2-dipropylamino-8-(2-aminoethyl)-1,2,3,4-tetrahydronaphthalene). Reagents/catalysts: C(C)N(CC)CC (triethylamine). The solvent is C1(=CC=CC=C1)C (toluene). Reaction conditions: time 8 hour. The product is C(CC)N(C1CC2=C(C=CC=C2CC1)CCNC(=O)NC)CCC (2-Dipropylamino-8-[2-(3-methylureido)ethyl]-1,2,3,4-tetrahydronaphthalene). As a reaction SMILES: [CH2:1]([N:4]([CH2:18][CH2:19][CH3:20])[CH:5]1[CH2:14][CH2:13][C:12]2[C:7](=[C:8]([CH2:15][CH2:16][NH2:17])[CH:9]=[CH:10][CH:11]=2)[CH2:6]1)[CH2:2][CH3:3].[CH3:21][N:22]=[C:23]=[O:24]>C(N(CC)CC)C.C1(C)C=CC=CC=1>[CH2:18]([N:4]([CH2:1][CH2:2][CH3:3])[CH:5]1[CH2:14][CH2:13][C:12]2[C:7](=[C:8]([CH2:15][CH2:16][NH:17][C:23]([NH:22][CH3:21])=[O:24])[CH:9]=[CH:10][CH:11]=2)[CH2:6]1)[CH2:19][CH3:20]. Procedure: 1.3 g (4.7 mmol) of 2-dipropylamino-8-(2-aminoethyl)-1,2,3,4-tetrahydronaphthalene were initially introduced into 20 ml of toluene. The reaction was catalyzed using 3 drops of triethylamine, and 0.31 ml (5.17 mmol) of methyl isocyanate were then added dropwise. The mixture was stirred overnight at room temperature, and then evaporated. After subsequent chromatography over silica gel 60, 40-63 μm, using diisopropyl ether/ethanol/triethylamine, the product was stirred with petroleum ether and a li... The reactants are C(C=C)NC1=NC(=NC2=CC=C(C=C12)[N+](=O)[O-])Cl (4-allylamino-2-chloro-6-nitroquinazoline), C(CC)N (propylamine). The solvent is O (Water). Reaction conditions: time 2.5 hour. The product is C(C=C)NC1=NC(=NC2=CC=C(C=C12)[N+](=O)[O-])NCCC (4-Allylamino-6-nitro-2-propylaminoquinazoline). Isolated yield 77.3%. RXN SMILES: [CH2:1]([NH:4][C:5]1[C:14]2[C:9](=[CH:10][CH:11]=[C:12]([N+:15]([O-:17])=[O:16])[CH:13]=2)[N:8]=[C:7](Cl)[N:6]=1)[CH:2]=[CH2:3].[CH2:19]([NH2:22])[CH2:20][CH3:21]>O>[CH2:1]([NH:4][C:5]1[C:14]2[C:9](=[CH:10][CH:11]=[C:12]([N+:15]([O-:17])=[O:16])[CH:13]=2)[N:8]=[C:7]([NH:22][CH2:19][CH2:20][CH3:21])[N:6]=1)[CH:2]=[CH2:3]. Procedure: A mixture of 250 mg (0.95 mmol) of 4-allylamino-2-chloro-6-nitroquinazoline and 719 mg (12.16 mmol) of propylamine were stirred at room temperature for 2.5 hours. Water was added to the reaction mixture, followed by extraction with ethyl acetate, washing with brine and drying over anhydrous sodium sulfate. After the solvent was distilled off, the residue was purified by a silica gel column to give 211 mg (yield: 77.7%) of the title compound. The reactants are ClC=1C=CC(=C(C1)S(=O)(=O)Cl)F (5-Chloro-2-fluoro-benzenesulfonyl chloride), CC1(OB(OC1(C)C)C1=CC=C(C=C1)N)C (4-(4,4,5,5-tetramethyl-[1,3,2]dioxaborolan-2-yl)-phenylamine), C(Cl)Cl (DCM). The solvent is N1=CC=CC=C1 (pyridine). Conditions: time 20 hour. The product is ClC=1C=CC(=C(C1)S(=O)(=O)NC1=CC=C(C=C1)B1OC(C(O1)(C)C)(C)C)F (5-Chloro-2-fluoro-N-[4-(4,4,5,5-tetramethyl-[1,3,2]dioxaborolan-2-yl)-phenyl]-benzenesulfonamide). As a reaction SMILES: [Cl:1][C:2]1[CH:3]=[CH:4][C:5]([F:12])=[C:6]([S:8](Cl)(=[O:10])=[O:9])[CH:7]=1.[CH3:13][C:14]1([CH3:28])[C:18]([CH3:20])([CH3:19])[O:17][B:16]([C:21]2[CH:26]=[CH:25][C:24]([NH2:27])=[CH:23][CH:22]=2)[O:15]1.C(Cl)Cl>N1C=CC=CC=1>[Cl:1][C:2]1[CH:3]=[CH:4][C:5]([F:12])=[C:6]([S:8]([NH:27][C:24]2[CH:23]=[CH:22][C:21]([B:16]3[O:17][C:18]([CH3:20])([CH3:19])[C:14]([CH3:28])([CH3:13])[O:15]3)=[CH:26][CH:25]=2)(=[O:10])=[O:9])[CH:7]=1. Procedure: 5-Chloro-2-fluoro-benzenesulfonyl chloride (10.5 g) and 4-(4,4,5,5-tetramethyl-[1,3,2]dioxaborolan-2-yl)-phenylamine (10.0 g) were added to a reaction vessel containing a magnetic stirring bar, followed by 200 ml dry DCM and 4.1 ml pyridine. The reaction mixture was stirred at RT for 20 h before being cooled on an ice-bath and quenched with 1M aqueous sodium hydroxide solution. The organic phase was separated and the aqueous phase acidified with 2M aqueous hydrochloric acid and extracted three t... Reactants: NC1=NNC(=C1)C (3-Amino-5-methylpyrazole), C(C)OC=C(C(=O)OCC)C(=O)C(F)(F)F (ethyl (ethoxymethylidene)trifluoroacetoacetate). Reagents/catalysts: Cl (hydrochloric acid). The solvent is C(C)O (ethanol). Conditions: temperature 70 celsius, time 1.5 hour. The product is CC1=NN2C(N=CC(=C2C(F)(F)F)C(=O)O)=C1 (2-Methyl-7-trifluoromethylpyrazolo[1,5-a]pyrimidine-6-carboxylic acid). The yield is 10.4%. As a reaction SMILES: [NH2:1][C:2]1[CH:6]=[C:5]([CH3:7])[NH:4][N:3]=1.C(O[CH:11]=[C:12]([C:18]([C:20]([F:23])([F:22])[F:21])=O)[C:13]([O:15]CC)=[O:14])C>C(O)C.Cl>[CH3:7][C:5]1[CH:6]=[C:2]2[N:1]=[CH:11][C:12]([C:13]([OH:15])=[O:14])=[C:18]([C:20]([F:23])([F:22])[F:21])[N:3]2[N:4]=1. Procedure: 3-Amino-5-methylpyrazole (389 mg) and ethyl (ethoxymethylidene)trifluoroacetoacetate (960 mg) were dissolved in ethanol (10 ml) and stirred for 1.5 hours at 70° C. Conc. hydrochloric acid (1 mg) was added thereto, and the mixture was stirred for additional 1 hour. The mixture was cooled to room temperature and concentrated under reduced pressure. Ethanol (10 ml) and 5 N sodium hydroxide solution (3 ml) were added to the residue and then stirred for 1 hour at 70° C. The mixture was cooled to room... Starting materials: BrC1=C(C=C(C#N)C=C1)C(F)(F)F (4-bromo-3-(trifluoromethyl)-benzonitrile), CN1CCNCC1 (1-methylpiperazine). Run in CN(C(C)=O)C (N,N-dimethylacetamide). Conditions: temperature 95 celsius, time 14 hour. Yields the product CN1CCN(CC1)C1=C(C=C(C#N)C=C1)C(F)(F)F (4-(4-methyl-1-piperazinyl)-3-(trifluoromethyl)-benzonitrile). As a reaction SMILES: Br[C:2]1[CH:9]=[CH:8][C:5]([C:6]#[N:7])=[CH:4][C:3]=1[C:10]([F:13])([F:12])[F:11].[CH3:14][N:15]1[CH2:20][CH2:19][NH:18][CH2:17][CH2:16]1>CN(C)C(=O)C>[CH3:14][N:15]1[CH2:20][CH2:19][N:18]([C:2]2[CH:9]=[CH:8][C:5]([C:6]#[N:7])=[CH:4][C:3]=2[C:10]([F:13])([F:12])[F:11])[CH2:17][CH2:16]1. Procedure: A mixture of 4-bromo-3-(trifluoromethyl)-benzonitrile (Yonezawa et al., Synthetic Communications (1996) 26, 1575-8; 2.47 g, 12 mmol), 1-methylpiperazine (Fluka, Buchs, Switzerland, 5.33 mL, 48 mmol) and 15 mL N,N-dimethylacetamide is stirred in a tightly closed vessel for 14 hours at 95° C. After cooling, the reaction mixture is evaporated to dryness under reduced pressure and the residue is treated with a half-saturated aqueous solution of sodium carbonate and extracted with ethyl acetate. The ... The reactants are ClC=1C(=C(C=C(C1)OC)O)[N+](=O)[O-] (3-chloro-5-methoxy-2-nitrophenol), ClC=1C(=C(C=C(C1)OC)O)[N+](=O)[O-] (3-chloro-5-methoxy-2-nitrophenol), NN (hydrazine). Reagents/catalysts: [Ru] (Ru/C). The solvent is C(C)(=O)OCC (ethyl acetate), CCO (EtOH). Reaction conditions: temperature 85 celsius. Yields the product NC1=C(C=C(C=C1Cl)OC)O (2-amino-3-chloro-5-methoxyphenol). Yield: 76.0%. As a reaction SMILES: [Cl:1][C:2]1[C:3]([N+:11]([O-])=O)=[C:4]([OH:10])[CH:5]=[C:6]([O:8][CH3:9])[CH:7]=1.NN>CCO.C(OCC)(=O)C.[Ru]>[NH2:11][C:3]1[C:2]([Cl:1])=[CH:7][C:6]([O:8][CH3:9])=[CH:5][C:4]=1[OH:10]. Procedure details: To 3-chloro-5-methoxy-2-nitrophenol, synthetic method A [1], (200 mg) in 95% EtOH (10 mL) was added 5% Ru/C (20 mg) and hydrazine (0.36 mL). The mixture was placed in an oil bath and heated to 85° C. for 2 h. After reaction cooled, the mixture was diluted with ethyl acetate and filtered through a pad of celite and concentrated. Flash chromatography on silica gel eluting with 30% ethyl acetate-hexane afforded 138 mg (76%) of the title compound as a solid. MS: 174 (MH+), HPLC tR: 0.84 min.